Dataset: the Open Reaction Database (ORD), a public repository of structured organic reaction records. Task: describe an organic reaction: reactants, conditions, products, and yield The reactants are C(C)(=O)OCC (ethyl acetate), I.N1C(=NCC1)NC(CC1=CC=CC=C1)C1=CC=CC=C1 ((4,5-dihydro-1H-imidazol-2-yl)-(1,2-diphenylethyl)-amine hydroiodide), C([O-])([O-])=O.[K+].[K+] (potassium carbonate), C(C)(=O)Cl (acetyl chloride). Solvent: O (water), CN(C=O)C (dimethylformamid). Reaction conditions: temperature 50 celsius. The product is C1(=CC=CC=C1)C(CC1=CC=CC=C1)NC=1N(CCN1)C(C)=O (1-[2-(1,2-Diphenylethylamino)-4,5-dihydroimidazol-1-yl]-ethanone). The yield is 21.7%. RXN SMILES: I.[NH:2]1[CH2:6][CH2:5][N:4]=[C:3]1[NH:7][CH:8]([C:16]1[CH:21]=[CH:20][CH:19]=[CH:18][CH:17]=1)[CH2:9][C:10]1[CH:15]=[CH:14][CH:13]=[CH:12][CH:11]=1.C(=O)([O-])[O-].[K+].[K+].[C:28](Cl)(=[O:30])[CH3:29].C(OCC)(=O)C>CN(C)C=O.O>[C:16]1([CH:8]([NH:7][C:3]2[N:4]([C:28](=[O:30])[CH3:29])[CH2:5][CH2:6][N:2]=2)[CH2:9][C:10]2[CH:15]=[CH:14][CH:13]=[CH:12][CH:11]=2)[CH:21]=[CH:20][CH:19]=[CH:18][CH:17]=1 |f:0.1,2.3.4|. Reported procedure: A mixture of 457 mg (4,5-dihydro-1H-imidazol-2-yl)-(1,2-diphenylethyl)-amine hydroiodide (1.16 mmol) and 400 mg potassium carbonate (2.9 mmol) in 20 ml dimethylformamid was treated with 83 mg acetyl chloride (1.06 mmol) and heated up to 50° C. for 6 hours. Aqueous work-up with ethyl acetate and water yielded a crude that was purified by column chromatography on silica gel to give 70 mg product (0.23 mmol, 22%). Starting materials: COC(=O)c1cc(O)c(O)c(Br)c1, CC(=O)O, O=S(=O)(Cl)Cl. Product: COC(=O)c1cc(Br)c(O)c(O)c1Cl. Reaction SMILES: [Br:1][c:2]1[cH:3][c:4]([C:5](=[O:6])[O:7][CH3:8])[cH:9][c:10]([OH:13])[c:11]1[OH:12].[CH3:19][C:20](=[O:21])[OH:22].[S:14]([Cl:15])(=[O:16])([Cl:17])=[O:18]>>[Br:1][c:2]1[cH:3][c:4]([C:5](=[O:6])[O:7][CH3:8])[c:9]([Cl:17])[c:10]([OH:13])[c:11]1[OH:12].